Dataset: the Open Reaction Database (ORD), a public repository of structured organic reaction records. Task: describe an organic reaction: reactants, conditions, products, and yield The reactants are C(CCC)(=O)C1C(CC(CC1=O)C1=CC=C(C=C1)CCC)=O (2-butyryl-5-(4-n-propylphenyl)-cyclohexane-1,3-dione), [Cl-].C(C)O[NH3+] (ethoxyammonium chloride), C(C)(=O)[O-].[Na+] (sodium acetate). Solvent: C(C)O (ethanol). Yields the product C(C)ONCCCC=C1C(CC(CC1=O)C1=CC=C(C=C1)CCC)=O (2-(ethoxyaminobutylidene)-5-(4-n-propylphenyl)-cyclohexane-1,3-dione). RXN SMILES: [C:1]([CH:6]1[C:11](=[O:12])[CH2:10][CH:9]([C:13]2[CH:18]=[CH:17][C:16]([CH2:19][CH2:20][CH3:21])=[CH:15][CH:14]=2)[CH2:8][C:7]1=[O:22])(=O)[CH2:2][CH2:3][CH3:4].[Cl-].[CH2:24]([O:26][NH3+:27])[CH3:25].C([O-])(=O)C.[Na+]>C(O)C>[CH2:24]([O:26][NH:27][CH2:4][CH2:3][CH2:2][CH:1]=[C:6]1[C:7](=[O:22])[CH2:8][CH:9]([C:13]2[CH:14]=[CH:15][C:16]([CH2:19][CH2:20][CH3:21])=[CH:17][CH:18]=2)[CH2:10][C:11]1=[O:12])[CH3:25] |f:1.2,3.4|. Reported procedure: 15.0 parts by weight of 2-butyryl-5-(4-n-propylphenyl)-cyclohexane-1,3-dione is reacted with 5.1 parts by weight of ethoxyammonium chloride and 4.5 parts by weight of anhydroud sodium acetate in 120 parts by volume of ethanol, and worked up as in Example 1. There is obtained 2-(ethoxyaminobutylidene)-5-(4-n-propylphenyl)-cyclohexane-1,3-dione (active ingredient No. 4). Run at time 1 hour. Reported procedure: To a solution of ethyl 3-chloro-4-(2-(5-(2-(4-chloro-3-methoxyphenyl)propan-2-yl)-1-(4-fluorophenyl)-1H-imidazol-2-yl)ethyl)-5-fluorobenzoate (151 mg, 0.263 mmol) in MeOH (1.0 mL) was added dropwise a 2N solution of NaOH in H2O (0.5 mL). After stirring 1 h, the reaction mixture was concentrated under reduced pressure, diluted with H2O (1.5 mL), neutralized with 1N HCl and then extracted with DCM (10 mL×2). The combined extracts were dried (MgSO4), filtered and concentrated to give the title comp... Starting materials: ClC=1C=C(C(=O)OCC)C=C(C1CCC=1N(C(=CN1)C(C)(C)C1=CC(=C(C=C1)Cl)OC)C1=CC=C(C=C1)F)F (ethyl 3-chloro-4-(2-(5-(2-(4-chloro-3-methoxyphenyl)propan-2-yl)-1-(4-fluorophenyl)-1H-imidazol-2-yl)ethyl)-5-fluorobenzoate), solution, [OH-].[Na+] (NaOH). As a reaction SMILES: [Cl:1][C:2]1[CH:3]=[C:4]([CH:10]=[C:11]([F:39])[C:12]=1[CH2:13][CH2:14][C:15]1[N:16]([C:32]2[CH:37]=[CH:36][C:35]([F:38])=[CH:34][CH:33]=2)[C:17]([C:20]([C:23]2[CH:28]=[CH:27][C:26]([Cl:29])=[C:25]([O:30][CH3:31])[CH:24]=2)([CH3:22])[CH3:21])=[CH:18][N:19]=1)[C:5]([O:7]CC)=[O:6].[OH-].[Na+]>CO.O>[Cl:1][C:2]1[CH:3]=[C:4]([CH:10]=[C:11]([F:39])[C:12]=1[CH2:13][CH2:14][C:15]1[N:16]([C:32]2[CH:33]=[CH:34][C:35]([F:38])=[CH:36][CH:37]=2)[C:17]([C:20]([C:23]2[CH:28]=[CH:27][C:26]([Cl:29])=[C:25]([O:30][CH3:31])[CH:24]=2)([CH3:22])[CH3:21])=[CH:18][N:19]=1)[C:5]([OH:7])=[O:6] |f:1.2|. The solvent is CO (MeOH), O (H2O). The yield is 80.9%. The product is ClC=1C=C(C(=O)O)C=C(C1CCC=1N(C(=CN1)C(C)(C)C1=CC(=C(C=C1)Cl)OC)C1=CC=C(C=C1)F)F (3-chloro-4-(2-(5-(2-(4-chloro-3-methoxyphenyl)propan-2-yl)-1-(4-fluorophenyl)-1H-imidazol-2-yl)ethyl)-5-fluorobenzoic acid). The reactants are C[Si](C)(C)C=[N+]=[N-] (Trimethylsilyldiazomethane), FC(C=1C=C(C=C(C1)C(F)(F)F)[C@@H](C)O[C@H]1OCC[C@H]([C@@H]1C1=CC=CC=C1)C(=O)O)(F)F ((2R,3R,4R)-2-{(1R)-1-[3,5-bis(trifluoromethyl)phenyl]ethoxy}tetrahydro-3-phenyl-2H-pyran-4-carboxylic acid). The solvent is CO (methanol), C1(=CC=CC=C1)C (toluene). The product is FC(C=1C=C(C=C(C1)C(F)(F)F)[C@@H](C)O[C@H]1OCC[C@H]([C@@H]1C1=CC=CC=C1)C(=O)OC)(F)F (Methyl (2R,3R,4R)-2-{(1R)-1-[3,5-Bis(trifluoromethyl)phenyl]ethoxy}-tetrahydro-3-phenyl-2H-pyran-4-carboxylate). The yield is 73.0%. RXN SMILES: [CH3:1][Si](C=[N+]=[N-])(C)C.[F:8][C:9]([F:39])([F:38])[C:10]1[CH:11]=[C:12]([C@H:20]([O:22][C@@H:23]2[C@@H:28]([C:29]3[CH:34]=[CH:33][CH:32]=[CH:31][CH:30]=3)[C@H:27]([C:35]([OH:37])=[O:36])[CH2:26][CH2:25][O:24]2)[CH3:21])[CH:13]=[C:14]([C:16]([F:19])([F:18])[F:17])[CH:15]=1>CO.C1(C)C=CC=CC=1>[F:39][C:9]([F:38])([F:8])[C:10]1[CH:11]=[C:12]([C@H:20]([O:22][C@@H:23]2[C@@H:28]([C:29]3[CH:34]=[CH:33][CH:32]=[CH:31][CH:30]=3)[C@H:27]([C:35]([O:37][CH3:1])=[O:36])[CH2:26][CH2:25][O:24]2)[CH3:21])[CH:13]=[C:14]([C:16]([F:17])([F:18])[F:19])[CH:15]=1. Reported procedure: Trimethylsilyldiazomethane (2.0M in hexanes, 3.5 mL, 7 mmol) was added in portions over 1 hour to a solution of (2R,3R,4R)-2-{(1R)-1-[3,5-bis(trifluoromethyl)phenyl]ethoxy}tetrahydro-3-phenyl-2H-pyran-4-carboxylic acid (WO 00/56727A1; 3.2 g, 6.9 mmol) in a mixture of methanol (10 mL) and toluene (7 mL). The solvent was evaporated under reduced pressure and the residue was purified by column chromatography on silica gel, eluting with EtOAc/hexane (80:20), to give the title compound as a colorless... The reactants are C(CCCCCCCCC)NCCCCCCCCCC (didecylamine), [Br-].BrC=1C=CC2=NC3=CC=C(C=C3[S+]=C2C1)Br (3,7-dibromophenothiazin-5-ium bromide). Run in C(Cl)(Cl)Cl (CHCl3). Reaction conditions: time 2 hour. Yields the product [Br-].C(CCCCCCCCC)N(C=1C=CC2=NC3=CC=C(C=C3[S+]=C2C1)N(CCCCCCCCCC)CCCCCCCCCC)CCCCCCCCCC (3,7-bis(didecylamino)phenothiazin-5-ium bromide). As a reaction SMILES: [CH2:1]([NH:11][CH2:12][CH2:13][CH2:14][CH2:15][CH2:16][CH2:17][CH2:18][CH2:19][CH2:20][CH3:21])[CH2:2][CH2:3][CH2:4][CH2:5][CH2:6][CH2:7][CH2:8][CH2:9][CH3:10].[Br-].[Br:23][C:24]1[CH:25]=[CH:26][C:27]2[C:36]([CH:37]=1)=[S+:35][C:34]1[C:29](=[CH:30][CH:31]=[C:32](Br)[CH:33]=1)[N:28]=2>C(Cl)(Cl)Cl>[Br-:23].[CH2:12]([N:11]([CH2:1][CH2:2][CH2:3][CH2:4][CH2:5][CH2:6][CH2:7][CH2:8][CH2:9][CH3:10])[C:24]1[CH:25]=[CH:26][C:27]2[C:36]([CH:37]=1)=[S+:35][C:34]1[C:29](=[CH:30][CH:31]=[C:32]([N:11]([CH2:12][CH2:13][CH2:14][CH2:15][CH2:16][CH2:17][CH2:18][CH2:19][CH2:20][CH3:21])[CH2:1][CH2:2][CH2:3][CH2:4][CH2:5][CH2:6][CH2:7][CH2:8][CH2:9][CH3:10])[CH:33]=1)[N:28]=2)[CH2:13][CH2:14][CH2:15][CH2:16][CH2:17][CH2:18][CH2:19][CH2:20][CH3:21] |f:1.2,4.5|. Reported procedure: To a solution of 1.7 g (5.72 mmol) of didecylamine in 20 mL of CHCl3 was added 0.63 g (1.43 mmol) of 22. The reaction mixture was stirred at room temperature for 2 h under argon and concentrated under diminished pressure to give 3,7-bis(didecylamino)phenothiazin-5-ium bromide (CPD-14): mass spectrum (MALDI-TOF), m/z 788.69 (M+). Starting materials: CC(=O)OC1CCC2(C)C(=CCC3C2CCC2(C)C(n4cnc5ccccc54)=CCC32)C1, CO. Yields the product CC12CCC(O)CC1=CCC1C2CCC2(C)C(n3cnc4ccccc43)=CCC12. As a reaction SMILES: [C:1](=[O:2])([CH3:3])[O:4][CH:5]1[CH2:6][C:7]2=[CH:8][CH2:9][CH:10]3[CH:11]4[CH2:12][CH:13]=[C:14]([n:24]5[cH:25][n:26][c:27]6[c:28]5[cH:29][cH:30][cH:31][cH:32]6)[C:15]4([CH3:16])[CH2:17][CH2:18][CH:19]3[C:20]2([CH3:23])[CH2:21][CH2:22]1.[CH3:33][OH:34]>>[OH:4][CH:5]1[CH2:6][C:7]2=[CH:8][CH2:9][CH:10]3[CH:11]4[CH2:12][CH:13]=[C:14]([n:24]5[cH:25][n:26][c:27]6[c:28]5[cH:29][cH:30][cH:31][cH:32]6)[C:15]4([CH3:16])[CH2:17][CH2:18][CH:19]3[C:20]2([CH3:23])[CH2:21][CH2:22]1. Reactants: C(#N)C(C(=O)O)CCC (cyanovaleric acid), [OH-].[Na+] (sodium hydroxide). Solvent: O (water). Product: [Na+].C(#N)C(C(=O)[O-])CCC (cyanovaleric acid sodium salt). RXN SMILES: [C:1]([CH:3]([CH2:7][CH2:8][CH3:9])[C:4]([OH:6])=[O:5])#[N:2].[OH-].[Na+:11]>O>[Na+:11].[C:1]([CH:3]([CH2:7][CH2:8][CH3:9])[C:4]([O-:6])=[O:5])#[N:2] |f:1.2,4.5|. Procedure: An initiator solution of cyanovaleric acid sodium salt was prepared in a round bottomed flask under nitrogen by taking cyanovaleric acid (6.2 g), sodium hydroxide aq solution (33.2 ml, 1 moldm-3) and water (84cm3). The reactants are C=C(C)c1cnc(Nc2ccc(OC)nc2)c(-c2nc(C)nc(N(Cc3ccc(OC)cc3)Cc3ccc(OC)cc3)n2)c1, ClC(Cl)Cl, [N-]=[N+]=[N-], [Na+], [Na+], [OH-], O=C(O)C(F)(F)F. The product is COc1ccc(CN(Cc2ccc(OC)cc2)c2nc(C)nc(-c3cc(C(C)(C)N=[N+]=[N-])cnc3Nc3ccc(OC)nc3)n2)cc1. As a reaction SMILES: [CH3:5][O:6][c:7]1[cH:8][cH:9][c:10]([CH2:11][N:12]([c:13]2[n:14][c:15]([CH3:37])[n:16][c:17](-[c:19]3[c:20]([NH:28][c:29]4[cH:30][n:31][c:32]([O:35][CH3:36])[cH:33][cH:34]4)[n:21][cH:22][c:23]([C:25](=[CH2:26])[CH3:27])[cH:24]3)[n:18]2)[CH2:38][c:39]2[cH:40][cH:41][c:42]([O:45][CH3:46])[cH:43][cH:44]2)[cH:47][cH:48]1.[Cl:58][CH:59]([Cl:60])[Cl:61].[N-:2]=[N+:3]=[N-:4].[Na+:1].[Na+:57].[OH-:56].[OH:49][C:50]([C:51]([F:52])([F:53])[F:54])=[O:55]>>[N:2](=[N+:3]=[N-:4])[C:25]([c:23]1[cH:22][n:21][c:20]([NH:28][c:29]2[cH:30][n:31][c:32]([O:35][CH3:36])[cH:33][cH:34]2)[c:19](-[c:17]2[n:16][c:15]([CH3:37])[n:14][c:13]([N:12]([CH2:11][c:10]3[cH:9][cH:8][c:7]([O:6][CH3:5])[cH:48][cH:47]3)[CH2:38][c:39]3[cH:40][cH:41][c:42]([O:45][CH3:46])[cH:43][cH:44]3)[n:18]2)[cH:24]1)([CH3:26])[CH3:27]. Reactants: E1, ClC1=NC(N2C(N(CCC2)C)=C1)=O (8-chloro-1-methyl-3,4-dihydro-1H-pyrimido[1,6-a]pyrimidin-6(2H)-one), FC=1C=C(C=CC1OC=1C=NC(=CC1)C(F)(F)F)CO ((3-fluoro-4-((6-(trifluoromethyl)pyridin-3-yl)oxy)phenyl)methanol). Yields the product FC=1C=C(COC2=NC(N3C(N(CCC3)C)=C2)=O)C=CC1OC=1C=NC(=CC1)C(F)(F)F (8-((3-fluoro-4-((6-(trifluoromethyl)pyridin-3-yl)oxy)benzyl)oxy)-1-methyl-3,4-dihydro-1H-pyrimido[1,6-a]pyrimidin-6(2H)-one). As a reaction SMILES: Cl[C:2]1[CH:12]=[C:6]2[N:7]([CH3:11])[CH2:8][CH2:9][CH2:10][N:5]2[C:4](=[O:13])[N:3]=1.[F:14][C:15]1[CH:16]=[C:17]([CH2:32][OH:33])[CH:18]=[CH:19][C:20]=1[O:21][C:22]1[CH:23]=[N:24][C:25]([C:28]([F:31])([F:30])[F:29])=[CH:26][CH:27]=1>>[F:14][C:15]1[CH:16]=[C:17]([CH:18]=[CH:19][C:20]=1[O:21][C:22]1[CH:23]=[N:24][C:25]([C:28]([F:31])([F:29])[F:30])=[CH:26][CH:27]=1)[CH2:32][O:33][C:2]1[CH:12]=[C:6]2[N:7]([CH3:11])[CH2:8][CH2:9][CH2:10][N:5]2[C:4](=[O:13])[N:3]=1. Procedure: The title compound was prepared by a procedure similar to that described for E1 starting from 8-chloro-1-methyl-3,4-dihydro-1H-pyrimido[1,6-a]pyrimidin-6(2H)-one and (3-fluoro-4-((6-(trifluoromethyl)pyridin-3-yl)oxy)phenyl)methanol. The reactants are C([O-])([O-])=O.[K+].[K+] (potassium carbonate), C(C1=CC=CC=C1)Br (benzyl bromide), C(CCC)OC=1C=C(C=CC1CCCC1=CC(=C(C=C1)O)OC)CCC(=O)OC (methyl 3-{3-butoxy-4-[3-(4-hydroxy-3-methoxyphenyl)propyl]phenyl}propanoate), C(C)C(=O)C (methyl ethyl ketone). The solvent is C(C)(=O)OCC (ethyl acetate). Run at temperature 70 celsius. The product is C(CCC)OC1=C(C=C(C=C1)CCCC1=C(C=C(C=C1)CCC(=O)OC)OCCC)OC (methyl 3-{4-[3-(4-butoxy-3-methoxyphenyl)propyl]-3-propoxyphenyl}propanoate). The yield is 93.0%. As a reaction SMILES: [C:1](=[O:4])([O-])[O-].[K+].[K+].[CH2:7](Br)[C:8]1C=CC=[CH:10][CH:9]=1.[CH2:15]([O:19][C:20]1[CH:21]=[C:22]([CH2:38][CH2:39][C:40]([O:42][CH3:43])=[O:41])[CH:23]=[CH:24][C:25]=1[CH2:26][CH2:27][CH2:28][C:29]1C=CC(O)=C(OC)[CH:30]=1)[CH2:16][CH2:17]C.[CH2:44]([C:46]([CH3:48])=[O:47])[CH3:45]>C(OCC)(=O)C>[CH2:7]([O:47][C:46]1[CH:48]=[CH:30][C:29]([CH2:28][CH2:27][CH2:26][C:25]2[CH:24]=[CH:23][C:22]([CH2:38][CH2:39][C:40]([O:42][CH3:43])=[O:41])=[CH:21][C:20]=2[O:19][CH2:15][CH2:16][CH3:17])=[CH:45][C:44]=1[O:4][CH3:1])[CH2:8][CH2:9][CH3:10] |f:0.1.2|. Procedure details: 0.21 g (0.75 mmol) of potassium carbonate and then 0.85 ml (0.75 mmol) of benzyl bromide are added to a solution of 0.25 g (0.62 mmol) of methyl 3-{3-butoxy-4-[3-(4-hydroxy-3-methoxyphenyl)propyl]phenyl}propanoate (prepared according to Example 1d) in 25 ml of methyl ethyl ketone. The reaction mixture is heated at 70° C. for 24 hours and then cooled, diluted with ethyl acetate and washed with saturated aqueous sodium chloride solution. The organic phase is dried over sodium sulfate, filtered and... Reactants: CCCCCBr, CS(C)=O, [H-], Nc1ccn(C2OC(CO)C(O)C2O)c(=O)n1, [Na+]. Product: CCCCCOC1C(O)C(CO)OC1n1ccc(N)nc1=O. Reaction SMILES: [Br:20][CH2:21][CH2:22][CH2:23][CH2:24][CH3:25].[CH3:26][S:27]([CH3:28])=[O:29].[H-:18].[NH2:1][c:2]1[cH:3][cH:4][n:5]([CH:6]2[O:7][CH:8]([CH2:9][OH:10])[CH:11]([OH:12])[CH:13]2[OH:14])[c:15](=[O:16])[n:17]1.[Na+:19]>>[NH2:1][c:2]1[cH:3][cH:4][n:5]([CH:6]2[O:7][CH:8]([CH2:9][OH:10])[CH:11]([OH:12])[CH:13]2[O:14][CH2:21][CH2:22][CH2:23][CH2:24][CH3:25])[c:15](=[O:16])[n:17]1.